Task: describe an organic reaction: reactants, conditions, products, and yield. Dataset: the Open Reaction Database (ORD), a public repository of structured organic reaction records Reactants: Cc1cc(OC(C)c2ccc(C(=O)O)s2)cc(C)c1-c1ccc(C(C)(C)C)cc1, COC(=O)CCN, CCN=C=NCCCN(C)C, CCN(C(C)C)C(C)C, Cl, Cl, CN(C)C=O, O, O, On1nnc2ccccc21. Yields the product COC(=O)CCNC(=O)c1ccc(C(C)Oc2cc(C)c(-c3ccc(C(C)(C)C)cc3)c(C)c2)s1. RXN SMILES: [C:1]([CH3:2])([CH3:3])([CH3:4])[c:5]1[cH:6][cH:7][c:8](-[c:11]2[c:12]([CH3:29])[cH:13][c:14]([O:18][CH:19]([CH3:20])[c:21]3[cH:22][cH:23][c:24]([C:26](=[O:27])[OH:28])[s:25]3)[cH:15][c:16]2[CH3:17])[cH:9][cH:10]1.[CH3:31][O:32][C:33]([CH2:34][CH2:35][NH2:36])=[O:37].[CH3:59][N:60]([CH3:61])[CH2:62][CH2:63][CH2:64][N:65]=[C:66]=[N:67][CH2:68][CH3:69].[CH:49]([N:50]([CH2:51][CH3:52])[CH:53]([CH3:54])[CH3:55])([CH3:56])[CH3:57].[ClH:30].[ClH:58].[O:70]=[CH:71][N:72]([CH3:73])[CH3:74].[OH2:38].[OH2:75].[OH:39][n:40]1[c:41]2[cH:42][cH:43][cH:44][cH:45][c:46]2[n:47][n:48]1>>[C:1]([CH3:2])([CH3:3])([CH3:4])[c:5]1[cH:6][cH:7][c:8](-[c:11]2[c:12]([CH3:29])[cH:13][c:14]([O:18][CH:19]([CH3:20])[c:21]3[cH:22][cH:23][c:24]([C:26](=[O:27])[NH:36][CH2:35][CH2:34][C:33]([O:32][CH3:31])=[O:37])[s:25]3)[cH:15][c:16]2[CH3:17])[cH:9][cH:10]1.